This data is from the Open Reaction Database (ORD), a public repository of structured organic reaction records. The task is: describe an organic reaction: reactants, conditions, products, and yield Starting materials: O1C(=C(C(=O)C2=CC=CC=C12)C(=O)O)C1=CC=CC=C1 (flavone-3-carboxylic acid), Example 1 ( a ), anhydride, C(C1=CC=CC=C1)N1CCNCC1 (N-benzylpiperazine), Example 1 ( b ), anhydride, CS(=O)(=O)Cl (methanesulfonyl chloride). Reagents/catalysts: CN(C1=CC=NC=C1)C (4-dimethylaminopyridine). Run in ClCCl (dichloromethane). The product is C(C1=CC=CC=C1)N1CCN(CC1)C(=O)C1=C(OC2=CC=CC=C2C1=O)C1=CC=CC=C1 (3-[(4-benzylpiperazin-1-yl)-carbonyl]flavone). Reaction SMILES: [O:1]1[C:11]2[C:6](=[CH:7][CH:8]=[CH:9][CH:10]=2)[C:4](=[O:5])[C:3]([C:12](O)=[O:13])=[C:2]1[C:15]1[CH:20]=[CH:19][CH:18]=[CH:17][CH:16]=1.CS(Cl)(=O)=O.[CH2:26]([N:33]1[CH2:38][CH2:37][NH:36][CH2:35][CH2:34]1)[C:27]1[CH:32]=[CH:31][CH:30]=[CH:29][CH:28]=1>CN(C)C1C=CN=CC=1.ClCCl>[CH2:26]([N:33]1[CH2:38][CH2:37][N:36]([C:12]([C:3]2[C:4](=[O:5])[C:6]3[C:11](=[CH:10][CH:9]=[CH:8][CH:7]=3)[O:1][C:2]=2[C:15]2[CH:16]=[CH:17][CH:18]=[CH:19][CH:20]=2)=[O:13])[CH2:35][CH2:34]1)[C:27]1[CH:28]=[CH:29][CH:30]=[CH:31][CH:32]=1. Procedure details: 6 g of flavone-3-carboxylic acid was converted into the mixed anhydride with 5.5 g 4-dimethylaminopyridine and 2.2 ml methanesulfonyl chloride in 50 ml absolute dichloromethane under the conditions described in Example 1 (a), and the mixed anhydride was then reacted with 4.42 ml N-benzylpiperazine as described in Example 1 (b). The working up of the reaction mixture and the purification of the resulting crude title compound were carried out in the manner described in Example 1 (b). 9 g of 3-[(4-... Reactants: COCc1ccc(-c2nccnc2N2CCN(C(=O)OC(C)(C)C)CC2)cc1, ClCCl, O=C(O)C(F)(F)F. Yields the product COCc1ccc(-c2nccnc2N2CCNCC2)cc1. Reaction SMILES: [C:1]([O:2][C:3](=[O:4])[N:8]1[CH2:9][CH2:10][N:11]([c:14]2[n:15][cH:16][cH:17][n:18][c:19]2-[c:20]2[cH:21][cH:22][c:23]([CH2:26][O:27][CH3:28])[cH:24][cH:25]2)[CH2:12][CH2:13]1)([CH3:5])([CH3:6])[CH3:7].[Cl:36][CH2:37][Cl:38].[OH:29][C:30]([C:31]([F:32])([F:33])[F:34])=[O:35]>>[NH:8]1[CH2:9][CH2:10][N:11]([c:14]2[n:15][cH:16][cH:17][n:18][c:19]2-[c:20]2[cH:21][cH:22][c:23]([CH2:26][O:27][CH3:28])[cH:24][cH:25]2)[CH2:12][CH2:13]1. The reactants are COC(=O)CCCCBr, O=C([O-])[O-], c1ccc(CC2CCCNC2)cc1, CCOCC, Cl, [K+], [K+], CN(C)C=O, O. The product is COC(=O)CCCCN1CCCC(Cc2ccccc2)C1. RXN SMILES: [Br:15][CH2:16][CH2:17][CH2:18][CH2:19][C:20](=[O:21])[O:22][CH3:23].[C:24](=[O:25])([O-:26])[O-:27].[CH2:2]([c:3]1[cH:4][cH:5][cH:6][cH:7][cH:8]1)[CH:9]1[CH2:10][NH:11][CH2:12][CH2:13][CH2:14]1.[CH3:36][CH2:37][O:38][CH2:39][CH3:40].[ClH:1].[K+:28].[K+:29].[O:30]=[CH:31][N:32]([CH3:33])[CH3:34].[OH2:35]>>[CH2:2]([c:3]1[cH:4][cH:5][cH:6][cH:7][cH:8]1)[CH:9]1[CH2:10][N:11]([CH2:16][CH2:17][CH2:18][CH2:19][C:20](=[O:21])[O:22][CH3:23])[CH2:12][CH2:13][CH2:14]1. The reactants are C(C1=CC=CC=C1)OC=1C=C(C=CC1)C(CCOC1=CC=CC=C1)C (3-(3-benzyloxyphenyl)-1-phenoxybutane), C(C)O (ethanol), Cl (hydrochloric acid), [H][H] (hydrogen). The reagents and catalysts are [Pd] (palladium-on-carbon). Run in C(C)(=O)OCC (ethyl acetate). Run at time 2 hour. Product: OC=1C=C(C=CC1)C(CCOC1=CC=CC=C1)C (3-(3-Hydroxyphenyl)-1-phenoxybutane). As a reaction SMILES: C([O:8][C:9]1[CH:10]=[C:11]([CH:15]([CH3:25])[CH2:16][CH2:17][O:18][C:19]2[CH:24]=[CH:23][CH:22]=[CH:21][CH:20]=2)[CH:12]=[CH:13][CH:14]=1)C1C=CC=CC=1.C(O)C.Cl.[H][H]>C(OCC)(=O)C.[Pd]>[OH:8][C:9]1[CH:10]=[C:11]([CH:15]([CH3:25])[CH2:16][CH2:17][O:18][C:19]2[CH:20]=[CH:21][CH:22]=[CH:23][CH:24]=2)[CH:12]=[CH:13][CH:14]=1. Reported procedure: A solution of 3-(3-benzyloxyphenyl)-1-phenoxybutane (11.2 g., 33.5 mM) in a mixture of ethyl acetate (110 ml.), ethanol (110 ml.) and concentrated hydrochloric acid (0.7 ml.) is hydrogenated for 2 hours under 60 p.s.i. hydrogen in the presence of 10% palladium-on-carbon (1.5 g.). Removal of the catalyst by filtration and concentration of the filtrate gives an oil. The oil is purified by chromatography on silica gel (100 g.) and eluting with benzene-ethyl acetate consisting of 0-10% ethyl acetate... Starting materials: CCN(C(C)C)C(C)C, ClCCl, O=C(Cl)CCc1ccccc1, Nc1ccc2oc(-c3ccccc3)nc2c1. Product: O=C(CCc1ccccc1)Nc1ccc2oc(-c3ccccc3)nc2c1. Reaction SMILES: [CH:28]([N:29]([CH:30]([CH3:31])[CH3:32])[CH2:33][CH3:34])([CH3:35])[CH3:36].[Cl:37][CH2:38][Cl:39].[c:17]1([CH2:23][CH2:24][C:25](=[O:26])[Cl:27])[cH:18][cH:19][cH:20][cH:21][cH:22]1.[c:1]1(-[c:7]2[o:8][c:9]3[c:10]([n:11]2)[cH:12][c:13]([NH2:16])[cH:14][cH:15]3)[cH:2][cH:3][cH:4][cH:5][cH:6]1>>[c:1]1(-[c:7]2[o:8][c:9]3[c:10]([n:11]2)[cH:12][c:13]([NH:16][C:25]([CH2:24][CH2:23][c:17]2[cH:18][cH:19][cH:20][cH:21][cH:22]2)=[O:26])[cH:14][cH:15]3)[cH:2][cH:3][cH:4][cH:5][cH:6]1. Reactants: C1(CCC1)CN1[C@H]2[C@@]3(CCC(C4[C@@]3(C=3C(=C(C=CC3C2)O)O4)CC1)=O)F (17-(Cyclobutylmethyl)-4,5-epoxy-14-fluoro-3-hydroxymorphinan-6-one). Solvent: O1CCCC1 (tetrahydrofuran). Conditions: time 3 hour. Product: C1(CCC1)CN1[C@H]2[C@@]3(CCC(C4[C@@]3(C=3C(=C(C=CC3C2)O)O4)CC1)O)F (17-(Cyclobutylmethyl)-4,5-epoxy-14-fluoro-morphinan-3,6-diol). Yield: 72.3%. RXN SMILES: [CH:1]1([CH2:5][N:6]2[CH2:24][CH2:23][C@:13]34[C:14]5[C:15]6[O:22][CH:12]3[C:11](=[O:25])[CH2:10][CH2:9][C@@:8]4([F:26])[C@H:7]2[CH2:20][C:19]=5[CH:18]=[CH:17][C:16]=6[OH:21])[CH2:4][CH2:3][CH2:2]1>O1CCCC1>[CH:1]1([CH2:5][N:6]2[CH2:24][CH2:23][C@:13]34[C:14]5[C:15]6[O:22][CH:12]3[CH:11]([OH:25])[CH2:10][CH2:9][C@@:8]4([F:26])[C@H:7]2[CH2:20][C:19]=5[CH:18]=[CH:17][C:16]=6[OH:21])[CH2:2][CH2:3][CH2:4]1. Procedure details: 17-(Cyclobutylmethyl)-4,5-epoxy-14-fluoro-3-hydroxymorphinan-6-one (1.1 g) was dissolved in tetrahydrofuran (50 ml) and dried over molecular sieves. This dried solution was then added to a solution of lithium tri(tertiarybutoxy)aluminum hydride (7.5 g in 50 ml THF) and stirred for three hours. Excess reducing agent was decomposed by cautious addition of water followed by sodium carbonate to pH 8.2. The aqueous tetrahydrofuran was filtered off, and the filter cake washed with tetrahydrofuran to l... Reactants: C(C)(C)(C)[Si](O[C@H](C#C)CCC1=CC=CC=C1)(C)C ((S)-tert-Butyldimethyl(5-phenylpent-1-yn-3-yloxy)silane), Zr(Cp)2HCl, II (iodine). Solvent: C(Cl)Cl (CH2Cl2). Product: C(C)(C)(C)[Si](C)(C)O[C@H](/C=C/I)CCC1=CC=CC=C1 ((S,E)-tert-Butyl(1-iodo-5-phenylpent-1-en-3-yloxy)dimethylsilane). Yield: 90.1%. Reaction SMILES: [C:1]([Si:5]([CH3:19])([CH3:18])[O:6][C@@H:7]([CH2:10][CH2:11][C:12]1[CH:17]=[CH:16][CH:15]=[CH:14][CH:13]=1)[C:8]#[CH:9])([CH3:4])([CH3:3])[CH3:2].[I:20]I>C(Cl)Cl>[C:1]([Si:5]([O:6][C@@H:7]([CH2:10][CH2:11][C:12]1[CH:13]=[CH:14][CH:15]=[CH:16][CH:17]=1)/[CH:8]=[CH:9]/[I:20])([CH3:18])[CH3:19])([CH3:3])([CH3:2])[CH3:4]. Reported procedure: A flame dried Schlenk flask, evacuated and purged with nitrogen, was charged with alkyne 88 (1.50 g, 5.46 mmol, 1 eq.). Anhydrous CH2Cl2 (35 ml) was added and the reaction stirred at r.t. Zr(Cp)2HCl (2.82 g, 10.9 mmol, 2 eq.) was added as a solid, in portions. The yellow suspension was stirred at r.t. for 1 h. The resulting yellow solution was cooled to 0° C. and iodine (1.52 g, 6.01 mmol, 1.1 eq.) added as a solid, in one portion. The cooling bath was removed and the reaction mixture stirred at... Starting materials: ice, C (charcoal), ClCC#N (Chloroacetonitrile), NC=1C=C(C=CC1)C(F)(F)F (m-aminobenzotrifluoride), C(=O)([O-])[O-].[K+].[K+] (K2CO3). Solvent: O (water), CS(=O)C (DMSO). Reaction conditions: time 4 hour. The product is FC(C=1C=C(NCC#N)C=CC1)(F)F (m-trifluoromethylanilinoacetonitrile). The yield is 73.7%. As a reaction SMILES: Cl[CH2:2][C:3]#[N:4].[NH2:5][C:6]1[CH:7]=[C:8]([C:12]([F:15])([F:14])[F:13])[CH:9]=[CH:10][CH:11]=1.C([O-])([O-])=O.[K+].[K+].C>O.CS(C)=O>[F:15][C:12]([F:13])([F:14])[C:8]1[CH:7]=[C:6]([CH:11]=[CH:10][CH:9]=1)[NH:5][CH2:2][C:3]#[N:4] |f:2.3.4|. Procedure details: Chloroacetonitrile (16 g), m-aminobenzotrifluoride (32.2 g), K2CO3 (39.2 g) and DMSO (40 ml) were heated with stirring in a round-bottomed three-necked flask at 70°-80° C. for 4.0 hours. Pouring the reaction mixture into approximately 1 liter of ice and water resulted in the formation of an oil. The mixture was extracted with CH2Cl2 and the extracts obtained treated with diatomaceous earth and activated charcoal, and then filtered. The filtrate was taken to dryness, which gave 29.5 g of m-triflu... The reactants are O=C(Cl)c1ccccc1, ClCCl, Cc1ccc(F)c(O)c1. Yields the product Cc1ccc(F)c(OC(=O)c2ccccc2)c1. RXN SMILES: [C:10]([c:11]1[cH:12][cH:13][cH:14][cH:15][cH:16]1)(=[O:17])[Cl:18].[Cl:19][CH2:20][Cl:21].[F:1][c:2]1[c:3]([OH:9])[cH:4][c:5]([CH3:8])[cH:6][cH:7]1>>[F:1][c:2]1[c:3]([O:9][C:10]([c:11]2[cH:12][cH:13][cH:14][cH:15][cH:16]2)=[O:17])[cH:4][c:5]([CH3:8])[cH:6][cH:7]1.